The task is: describe an organic reaction: reactants, conditions, products, and yield. This data is from the Open Reaction Database (ORD), a public repository of structured organic reaction records. Reactants: ClC1=C(C=C2CCNC2=C1)SCC (6-Chloro-5-ethylthioindoline), N1=CC(=CC=C1)N=C=O (3-pyridylisocyanate). Product: ClC1=C(C=C2CCN(C2=C1)C(NC=1C=NC=CC1)=O)SCC (6-Chloro-5-ethylthio-1-(3-pyridylcarbamoyl)indoline). Yield: 48.0%. As a reaction SMILES: [Cl:1][C:2]1[CH:10]=[C:9]2[C:5]([CH2:6][CH2:7][NH:8]2)=[CH:4][C:3]=1[S:11][CH2:12][CH3:13].[N:14]1[CH:19]=[CH:18][CH:17]=[C:16]([N:20]=[C:21]=[O:22])[CH:15]=1>>[Cl:1][C:2]1[CH:10]=[C:9]2[C:5]([CH2:6][CH2:7][N:8]2[C:21](=[O:22])[NH:20][C:16]2[CH:15]=[N:14][CH:19]=[CH:18][CH:17]=2)=[CH:4][C:3]=1[S:11][CH2:12][CH3:13]. Reported procedure: 6-Chloro-5-ethylthioindoline (D64) (0.18 g, 0.85 mmol) was treated with 3-pyridylisocyanate as in the procedure described in Example 1. The crude product was recrystallised from ethanol/diethyl ether to give the title compound (0.14 g, 48%) as a white crystalline solid m.p.=225°-226° C. The reactants are Mg, O.O.O.O.O.O.O.O.O.C(CC(O)(C(=O)[O-])CC(=O)[O-])(=O)[O-].[Mg+2].[Mg+2].[Mg+2].C(CC(O)(C(=O)[O-])CC(=O)[O-])(=O)[O-] (Tri magnesium citrate nona hydrate), C(CC(O)(C(=O)[O-])CC(=O)[O-])(=O)[O-].[K+].[K+].[K+] (tri potassium citrate), [Mg] (Magnesium), [Mg] (Magnesium). The product is C(CC(O)(C(=O)[O-])CC(=O)[O-])(=O)[O-].[K+].[K+].[K+].C(CC(O)(C(=O)[O-])CC(=O)[O-])(=O)[O-].[Mg+2].[Mg+2].[Mg+2].C(CC(O)(C(=O)[O-])CC(=O)[O-])(=O)[O-] (Tri Potassium Citrate Tri Magnesium Citrate). Reaction SMILES: O.O.O.O.O.O.O.O.O.[C:10]([O-:22])(=[O:21])[CH2:11][C:12]([CH2:17][C:18]([O-:20])=[O:19])([C:14]([O-:16])=[O:15])[OH:13].[Mg+2:23].[Mg+2].[Mg+2].[C:26]([O-:38])(=[O:37])[CH2:27][C:28]([CH2:33][C:34]([O-:36])=[O:35])([C:30]([O-:32])=[O:31])[OH:29].[C:39]([O-:51])(=[O:50])[CH2:40][C:41]([CH2:46][C:47]([O-:49])=[O:48])([C:43]([O-:45])=[O:44])[OH:42].[K+:52].[K+].[K+].[Mg]>>[C:10]([O-:22])(=[O:21])[CH2:11][C:12]([CH2:17][C:18]([O-:20])=[O:19])([C:14]([O-:16])=[O:15])[OH:13].[K+:52].[K+:52].[K+:52].[C:26]([O-:38])(=[O:37])[CH2:27][C:28]([CH2:33][C:34]([O-:36])=[O:35])([C:30]([O-:32])=[O:31])[OH:29].[Mg+2:23].[Mg+2:23].[Mg+2:23].[C:39]([O-:51])(=[O:50])[CH2:40][C:41]([CH2:46][C:47]([O-:49])=[O:48])([C:43]([O-:45])=[O:44])[OH:42] |f:0.1.2.3.4.5.6.7.8.9.10.11.12.13,14.15.16.17,19.20.21.22.23.24.25.26.27|. Procedure details: 2.2 g of Tri magnesium citrate nona hydrate and 2.2 g of tri potassium citrate were added to 1 liter of soy milk during the agitation. Magnesium content was tested and found 476 mg/l. After retention of two days without agitation the Mg content in upper layer was tested again and found 418 mg/l. 12 percents of Magnesium sediment during two days. Reactants: O (water), N1(CC=CC1)C(=O)C1=C(C=C(C=C1)Br)C (4-(2,5-dihydropyrrol-1-ylcarbonyl)-3-methylbromobenzene), [Cu](C#N)C#N (copper cyanide), tetrakis-triphenylphosphinepalladium(0), C(C)(=O)OCC (ethyl acetate). Run in CN(C=O)C (dimethylformamide). Reaction conditions: temperature 140 celsius, time 20 hour. Yields the product N1(CC=CC1)C(=O)C1=C(C=C(C#N)C=C1)C (4-(2,5-dihydropyrrol-1-ylcarbonyl)-3-methylbenzonitrile). Reaction SMILES: [N:1]1([C:6]([C:8]2[CH:13]=[CH:12][C:11](Br)=[CH:10][C:9]=2[CH3:15])=[O:7])[CH2:5][CH:4]=[CH:3][CH2:2]1.[Cu](C#N)[C:17]#[N:18].O.C(OCC)(=O)C>CN(C)C=O>[N:1]1([C:6]([C:8]2[CH:13]=[CH:12][C:11]([C:17]#[N:18])=[CH:10][C:9]=2[CH3:15])=[O:7])[CH2:5][CH:4]=[CH:3][CH2:2]1. Reported procedure: 31.6 g (0.11 mol) of 4-(2,5-dihydropyrrol-1-ylcarbonyl)-3-methylbromobenzene is dissolved in 125 mL of dimethylformamide and combined with 20.2 g (0.23 mol) of copper cyanide and 3.2 g (2.7 mmol) of tetrakis-triphenylphosphinepalladium(0). The suspension is stirred for 20 hours at 140° C. Then it is cooled to 80° C., combined with 150 mL of water, 150 mL of ethyl acetate, and 25 g of CELITE® filter aid and filtered through CELITE® filter aid. The organic phase is separated off, washed with sodiu...